Dataset: the Open Reaction Database (ORD), a public repository of structured organic reaction records. Task: describe an organic reaction: reactants, conditions, products, and yield Starting materials: C(C1=CC=CC=C1)OC(=O)C=1SC(=CC1)C=CC(=O)OC(C)(C)C (5-(2-tert-butoxycarbonylethenyl)thiophene-2-carboxylic acid benzyl ester). The reagents and catalysts are [OH-].[Pd+2].[OH-] (palladium hydroxide). Solvent: CO (methanol), C(Cl)(Cl)Cl (chloroform). Yields the product C(C)(C)(C)OC(=O)CCC1=CC=C(S1)C(=O)O (5-(2-tert-butoxycarbonylethyl)thiophene-2-carboxylic acid). As a reaction SMILES: C([O:8][C:9]([C:11]1[S:12][C:13]([CH:16]=[CH:17][C:18]([O:20][C:21]([CH3:24])([CH3:23])[CH3:22])=[O:19])=[CH:14][CH:15]=1)=[O:10])C1C=CC=CC=1>CO.C(Cl)(Cl)Cl.[OH-].[Pd+2].[OH-]>[C:21]([O:20][C:18]([CH2:17][CH2:16][C:13]1[S:12][C:11]([C:9]([OH:10])=[O:8])=[CH:15][CH:14]=1)=[O:19])([CH3:24])([CH3:22])[CH3:23] |f:3.4.5|. Reported procedure: The compound (0.5 g, 1.45 mmol) obtained in step 1 was dissolved in methanol (5 mL) and chloroform (0.5 mL), palladium hydroxide (0.1 g) was added, and the mixture was dried at room temperature under a hydrogen atmosphere overnight. The reaction mixture was filtered through celite, and the solvent was evaporated under reduced pressure to give the title compound. Starting materials: CN(C)CC(=O)O, Nc1cccc(-c2cc3nc(Cl)nc(N4CCOCC4)c3s2)c1. The product is CN(C)CC(=O)Nc1cccc(-c2cc3nc(Cl)nc(N4CCOCC4)c3s2)c1. As a reaction SMILES: [CH3:24][N:25]([CH3:26])[CH2:27][C:28]([OH:29])=[O:30].[Cl:1][c:2]1[n:3][c:4]([N:18]2[CH2:19][CH2:20][O:21][CH2:22][CH2:23]2)[c:5]2[c:6]([n:7]1)[cH:8][c:9](-[c:11]1[cH:12][c:13]([NH2:17])[cH:14][cH:15][cH:16]1)[s:10]2>>[Cl:1][c:2]1[n:3][c:4]([N:18]2[CH2:19][CH2:20][O:21][CH2:22][CH2:23]2)[c:5]2[c:6]([n:7]1)[cH:8][c:9](-[c:11]1[cH:12][c:13]([NH:17][C:28]([CH2:27][N:25]([CH3:24])[CH3:26])=[O:29])[cH:14][cH:15][cH:16]1)[s:10]2.